Dataset: the Open Reaction Database (ORD), a public repository of structured organic reaction records. Task: describe an organic reaction: reactants, conditions, products, and yield Starting materials: O=C([O-])[O-], CC(C)(C)OC(=O)NCCCBr, CCOC(C)=O, [Cs+], [Cs+], Nc1nccs1, CN(C)C=O. Yields the product CC(C)(C)OC(=O)NCCCNc1nccs1. As a reaction SMILES: [C:19](=[O:20])([O-:21])[O-:22].[CH3:1][C:2]([CH3:3])([CH3:4])[O:5][C:6]([NH:7][CH2:8][CH2:9][CH2:10][Br:11])=[O:12].[CH3:30][CH2:31][O:32][C:33](=[O:34])[CH3:35].[Cs+:23].[Cs+:24].[NH2:13][c:14]1[s:15][cH:16][cH:17][n:18]1.[O:25]=[CH:26][N:27]([CH3:28])[CH3:29]>>[CH3:1][C:2]([CH3:3])([CH3:4])[O:5][C:6]([NH:7][CH2:8][CH2:9][CH2:10][NH:13][c:14]1[s:15][cH:16][cH:17][n:18]1)=[O:12]. Solvent: CO.ClCCl (methanol dichloromethane). The product is COC=1C=C(C(=O)N2CC(CC2)(C2=CC=CC=C2)CCN2CCN(CCC2)C2=NC3=C(N2N(C(C)=O)C)C=CC=C3)C=C(C1OC)OC (1-(3,4,5-Trimethoxybenzoyl)-3-(2-(4-(1-(N-methylacetamido)-1H-benzimidazol-2-yl)[1,4]diazepan-1-yl)ethyl)-3-phenylpyrrolidine). Procedure: Prepare by the method of Example 45.1 using 1-(3,4,5-trimethoxybenzoyl)-3-phenyl-3-(2-methanesulfonyloxyethyl)pyrrolidine (prepared from (−)-3-phenyl-3-(2-hydroxyethyl)pyrrolidine(R,R)-di-p-anisoyltartaric acid salt) and 4-(1-(N-methylacetamido)-1H-benzimidazol-2-yl)[1,4]diazepane hydriodic acid salt to give, after chromatography on silica gel eluting with 5% methanol/dichloromethane/0.5% concentrated aqueous ammonia solution, the title compound; Rf=0.32 (silica gel, 5% methanol/dichloromethane/... As a reaction SMILES: [CH3:1][O:2][C:3]1[CH:4]=[C:5]([CH:26]=[C:27]([O:31][CH3:32])[C:28]=1[O:29][CH3:30])[C:6]([N:8]1[CH2:12][CH2:11][C:10]([C:20]2[CH:25]=[CH:24][CH:23]=[CH:22][CH:21]=2)([CH2:13][CH2:14]OS(C)(=O)=O)[CH2:9]1)=[O:7].I.[CH3:34][N:35]([N:39]1[C:43]2[CH:44]=[CH:45][CH:46]=[CH:47][C:42]=2[N:41]=[C:40]1[N:48]1[CH2:54][CH2:53][CH2:52][NH:51][CH2:50][CH2:49]1)[C:36](=[O:38])[CH3:37]>CO.ClCCl>[CH3:32][O:31][C:27]1[CH:26]=[C:5]([CH:4]=[C:3]([O:2][CH3:1])[C:28]=1[O:29][CH3:30])[C:6]([N:8]1[CH2:12][CH2:11][C:10]([CH2:13][CH2:14][N:51]2[CH2:52][CH2:53][CH2:54][N:48]([C:40]3[N:39]([N:35]([CH3:34])[C:36](=[O:38])[CH3:37])[C:43]4[CH:44]=[CH:45][CH:46]=[CH:47][C:42]=4[N:41]=3)[CH2:49][CH2:50]2)([C:20]2[CH:25]=[CH:24][CH:23]=[CH:22][CH:21]=2)[CH2:9]1)=[O:7] |f:1.2,3.4|. Reactants: COC=1C=C(C(=O)N2CC(CC2)(CCOS(=O)(=O)C)C2=CC=CC=C2)C=C(C1OC)OC (1-(3,4,5-trimethoxybenzoyl)-3-phenyl-3-(2-methanesulfonyloxyethyl)pyrrolidine), I.CN(C(C)=O)N1C(=NC2=C1C=CC=C2)N2CCNCCC2 (4-(1-(N-methylacetamido)-1H-benzimidazol-2-yl)[1,4]diazepane hydriodic acid salt). Reactants: CC1(C)C2CCC1(C)C(N)C2, O, c1ccncc1, O=C(Cl)c1cnc2ccccc2n1. Yields the product CC1(C)C2CCC1(C)C(NC(=O)c1cnc3ccccc3n1)C2. RXN SMILES: [C:14]12([CH3:24])[CH:15]([NH2:23])[CH2:16][CH:17]([CH2:18][CH2:19]1)[C:20]2([CH3:21])[CH3:22].[OH2:31].[cH:25]1[cH:26][cH:27][n:28][cH:29][cH:30]1.[n:1]1[c:2]([C:11](=[O:12])[Cl:13])[cH:3][n:4][c:5]2[cH:6][cH:7][cH:8][cH:9][c:10]12>>[n:1]1[c:2]([C:11](=[O:12])[NH:23][CH:15]2[C:14]3([CH3:24])[CH2:19][CH2:18][CH:17]([CH2:16]2)[C:20]3([CH3:21])[CH3:22])[cH:3][n:4][c:5]2[cH:6][cH:7][cH:8][cH:9][c:10]12. Reactants: ClC1=CC=C(C=C1)C(CCN(CCN)C)C1=NC=CC=C1 (N-[3-(4-chlorophenyl)-3-(2-pyridyl)propyl]-N-methyl-1,2-ethanediamine), C(=O)(N1C=NC=C1)N1C=NC=C1 (1,1'-carbonyldiimidazole), CC1=C(N=CN1)CSCCN (2-[[(5-methylimidazol-4-yl)methyl]thio]ethaneamine). Solvent: C(C)(=O)OCC.CO (ethyl acetate methanol). The product is ClC1=CC=C(C=C1)C(CCN(C)CCNC(=O)NCCSCC=1N=CNC1C)C1=NC=CC=C1 (N-[2-[N-[3-(4-chlorophenyl)-3-(2-pyridyl)propyl]-N-methylamino]ethyl]-N'-[2-[[(5-methylimidazol-4-yl)methyl]thio]ethyl]urea). As a reaction SMILES: [Cl:1][C:2]1[CH:7]=[CH:6][C:5]([CH:8]([C:16]2[CH:21]=[CH:20][CH:19]=[CH:18][N:17]=2)[CH2:9][CH2:10][N:11]([CH3:15])[CH2:12][CH2:13][NH2:14])=[CH:4][CH:3]=1.[C:22](N1C=CN=C1)(N1C=CN=C1)=[O:23].[CH3:34][C:35]1[NH:39][CH:38]=[N:37][C:36]=1[CH2:40][S:41][CH2:42][CH2:43][NH2:44]>C(OCC)(=O)C.CO>[Cl:1][C:2]1[CH:7]=[CH:6][C:5]([CH:8]([C:16]2[CH:21]=[CH:20][CH:19]=[CH:18][N:17]=2)[CH2:9][CH2:10][N:11]([CH2:12][CH2:13][NH:14][C:22]([NH:44][CH2:43][CH2:42][S:41][CH2:40][C:36]2[N:37]=[CH:38][NH:39][C:35]=2[CH3:34])=[O:23])[CH3:15])=[CH:4][CH:3]=1 |f:3.4|. Procedure details: Preparation is effected analogously to Example 63, using 0.8 g (2.6 mmol) of N-[3-(4-chlorophenyl)-3-(2-pyridyl)propyl]-N-methyl-1,2-ethanediamine, an equimolar amount of 1,1'-carbonyldiimidazole and 0.5 g (2.8 mmol) of 2-[[(5-methylimidazol-4-yl)methyl]thio]ethaneamine as starting materials. Working up by chromatography (eluant: ethyl acetate/methanol 9+1) analogously to Example 63 yields the purified title compound in the form of a crystalline solid; m.p.(ether): 114° C.; MS (+FAB method): m/z... Starting materials: COC(C(C(CCCCC)O)NC(C)=O)=O (2-acetamido-3-hydroxyoctanoic acid methyl ester), amino, C(C)(=O)NC(C(=O)O)C(CCCCC)O (2-acetamido-3-hydroxyoctanoic acid), NC(C(=O)O)C(CCCCC)O (2-amino-3-hydroxyoctanoic acid), acetamido, [H-].C(C(C)C)[Al+]CC(C)C (di-isobutylaluminum hydride). The solvent is CO (methanol). Yields the product C(C)(=O)NC(C=O)C(CCCCC)O (2-acetamido-3-hydroxyoctanal). RXN SMILES: NC(C(O)CCCCC)C(O)=O.[C:13]([NH:16][CH:17]([CH:21]([OH:27])[CH2:22][CH2:23][CH2:24][CH2:25][CH3:26])[C:18](O)=[O:19])(=[O:15])[CH3:14].COC(=O)C(NC(=O)C)C(O)CCCCC.[H-].C([Al+]CC(C)C)C(C)C>CO>[C:13]([NH:16][CH:17]([CH:21]([OH:27])[CH2:22][CH2:23][CH2:24][CH2:25][CH3:26])[CH:18]=[O:19])(=[O:15])[CH3:14] |f:3.4|. Reported procedure: Protect the amino function in the 2-amino-3-hydroxyoctanoic acid by conversion thereof to an acetamido function, then esterify the resultant 2-acetamido-3-hydroxyoctanoic acid with methanol; reduce the resultant 2-acetamido-3-hydroxyoctanoic acid methyl ester with di-isobutylaluminum hydride according to known procedures to obtain 2-acetamido-3-hydroxyoctanal.